Task: describe an organic reaction: reactants, conditions, products, and yield. Dataset: the Open Reaction Database (ORD), a public repository of structured organic reaction records The product is CC(C)(C)n1c(-c2ccccc2C(=N)NO)nc2cc(Br)ccc21. Starting materials: CC(C)(C)n1c(-c2ccccc2C#N)nc2cc(Br)ccc21, CCO, NO. RXN SMILES: [Br:1][c:2]1[cH:3][c:4]2[c:5]([n:6]([C:17]([CH3:18])([CH3:19])[CH3:20])[c:7](-[c:9]3[c:10]([C:11]#[N:12])[cH:13][cH:14][cH:15][cH:16]3)[n:8]2)[cH:21][cH:22]1.[CH3:25][CH2:26][OH:27].[NH2:23][OH:24]>>[Br:1][c:2]1[cH:3][c:4]2[c:5]([n:6]([C:17]([CH3:18])([CH3:19])[CH3:20])[c:7](-[c:9]3[c:10]([C:11](=[NH:12])[NH:23][OH:24])[cH:13][cH:14][cH:15][cH:16]3)[n:8]2)[cH:21][cH:22]1. Starting materials: FC(=CCC(=O)O)F (4,4-difluorobut-3-enoic acid), N1(CCCC1)C1=CC=NC=C1 (4-pyrrolidinopyridine), O(C1=CC=CC=C1)C1=CC=C(OCCO)C=C1 (2-(4-phenoxyphenoxy)ethanol), C1(CCCCC1)N=C=NC1CCCCC1 (N,N'-dicyclohexylcarbodiimide), ice. Solvent: C(C)OCC (diethyl ether). Run at temperature 0 celsius. The product is O(C1=CC=CC=C1)C1=CC=C(OCCOC(CC=C(F)F)=O)C=C1 (2-(4-phenoxyphenoxy)ethyl-4,4-difluorobut-3-enoate). Reaction SMILES: [F:1][C:2]([F:8])=[CH:3][CH2:4][C:5]([OH:7])=[O:6].N1(C2C=CN=CC=2)CCCC1.[O:20]([C:27]1[CH:36]=[CH:35][C:30]([O:31][CH2:32][CH2:33]O)=[CH:29][CH:28]=1)[C:21]1[CH:26]=[CH:25][CH:24]=[CH:23][CH:22]=1.C1(N=C=NC2CCCCC2)CCCCC1>C(OCC)C>[O:20]([C:27]1[CH:28]=[CH:29][C:30]([O:31][CH2:32][CH2:33][O:6][C:5](=[O:7])[CH2:4][CH:3]=[C:2]([F:8])[F:1])=[CH:35][CH:36]=1)[C:21]1[CH:22]=[CH:23][CH:24]=[CH:25][CH:26]=1. Procedure: A solution of 3.0 g of 4,4-difluorobut-3-enoic acid in 50 ml of diethyl ether is treated with 0.36 g of 4-pyrrolidinopyridine and 5.66 g of 2-(4-phenoxyphenoxy)ethanol, and the mixture is cooled to 0° C. A total of 5.58 g of N,N'-dicyclohexylcarbodiimide are added in portions at a temperature of between 0° C. and +5° C., the ice-cooling is removed, and the reaction mixture is allowed to come to room temperature in the course of 16 hours, with stirring. The N,N'-dicyclohexylurea which has precipi...